From a dataset of the Open Reaction Database (ORD), a public repository of structured organic reaction records. describe an organic reaction: reactants, conditions, products, and yield Reactants: CC(=O)OCc1cncn1S(=O)(=O)c1ccc(C)cc1, CCSCS(=O)CC, CCCCCC, CC(C)NC(C)C, CC(C)[N-]C(C)C, [Li+], [Li]CCCC, C1CCOC1. Product: CCSC(c1cncn1S(=O)(=O)c1ccc(C)cc1)S(=O)CC. RXN SMILES: [C:29]([O:30][CH2:31][c:34]1[cH:35][n:36][cH:37][n:38]1[S:39](=[O:40])(=[O:41])[c:42]1[cH:43][cH:44][c:45]([CH3:46])[cH:47][cH:48]1)(=[O:32])[CH3:33].[CH2:1]([CH3:2])[S:3](=[O:4])[CH2:5][S:6][CH2:7][CH3:8].[CH3:54][CH2:55][CH2:56][CH2:57][CH2:58][CH3:59].[CH:17]([NH:18][CH:19]([CH3:20])[CH3:21])([CH3:22])[CH3:23].[CH:9]([N-:10][CH:11]([CH3:12])[CH3:13])([CH3:14])[CH3:15].[Li+:16].[Li:24][CH2:25][CH2:26][CH2:27][CH3:28].[O:49]1[CH2:50][CH2:51][CH2:52][CH2:53]1>>[CH2:1]([CH3:2])[S:3](=[O:4])[CH:5]([S:6][CH2:7][CH3:8])[c:34]1[cH:35][n:36][cH:37][n:38]1[S:39](=[O:40])(=[O:41])[c:42]1[cH:43][cH:44][c:45]([CH3:46])[cH:47][cH:48]1. Reaction SMILES: [C:19](=[O:20])([O:22][C:23]([CH3:24])([CH3:37])[CH3:38])[O:25][C:26](=[O:21])[CH:27]=[CH:28][c:29]1[c:30]([F:36])[cH:31][c:32]([F:35])[cH:33][cH:34]1.[CH2:1]([Li:2])[CH2:3][CH2:4][CH3:5].[CH2:52]1[CH2:53][CH2:54][CH2:55][CH2:56][CH2:57]1.[CH2:6]([c:7]1[cH:8][cH:9][cH:10][cH:11][cH:12]1)[CH:13]1[NH:14][C:15](=[O:18])[O:16][CH2:17]1.[CH3:46][O:47][C:48]([CH3:49])([CH3:50])[CH3:51].[Cl-:39].[NH4+:40].[O:41]1[CH2:42][CH2:43][CH2:44][CH2:45]1.[OH2:58]>>[CH2:6]([c:7]1[cH:8][cH:9][cH:10][cH:11][cH:12]1)[CH:13]1[N:14]([C:26](=[O:25])[CH:27]=[CH:28][c:29]2[c:30]([F:36])[cH:31][c:32]([F:35])[cH:33][cH:34]2)[C:15](=[O:18])[O:16][CH2:17]1. Product: O=C(C=Cc1ccc(F)cc1F)N1C(=O)OCC1Cc1ccccc1. Reactants: CC(C)(C)OC(=O)OC(=O)C=Cc1ccc(F)cc1F, [Li]CCCC, C1CCCCC1, O=C1NC(Cc2ccccc2)CO1, COC(C)(C)C, [Cl-], [NH4+], C1CCOC1, O. Starting materials: C(CCC)Cl (n-butylchloride), [Mg] (magnesium). Run in hydrocarbon. Yields the product C(CCC)[Mg]CCCC (di-n-butylmagnesium), [Cl-].[Mg+2].[Cl-] (magnesium chloride). RXN SMILES: [CH2:1]([Cl:5])[CH2:2][CH2:3][CH3:4].[Mg:6]>>[CH2:1]([Mg:6][CH2:1][CH2:2][CH2:3][CH3:4])[CH2:2][CH2:3][CH3:4].[Cl-:5].[Mg+2:6].[Cl-:5] |f:3.4.5|. Procedure: In accordance with one variation of the method of the present invention, two moles of n-butylchloride and two moles of activated magnesium are reacted in a liquid hydrocarbon solvent having a boiling point equal to or less than 100° C. to produce a di-n-butylmagnesium plus magnesium chloride product which may be a complex, and which precipitates. In the second step the di-n-butylmagnesium-magnesium chloride complex is reacted with two moles of diisopropylamine (DIPA) to yield two moles of chloro... Reported procedure: This compound, m.p. >300° C. (obtained as a dimethylformamide solvate by crystallization from methanol-dimethylformamide), was prepared analogous to Example 4 from 5-[[2-nitro-5-(1-pyrrolidinyl)phenyl]methylene]-2,4-imidazolidinedione. As a reaction SMILES: CN(C)C=O.[N+:6]([C:9]1[CH:14]=[CH:13][C:12]([N:15]2[CH2:19][CH2:18][CH2:17][CH2:16]2)=[CH:11][C:10]=1[CH:20]=[C:21]1[NH:25][C:24](=[O:26])[NH:23][C:22]1=O)([O-])=O>CO.CN(C)C=O>[N:15]1([C:12]2[CH:13]=[CH:14][C:9]3[N:6]=[C:22]4[NH:23][C:24](=[O:26])[NH:25][C:21]4=[CH:20][C:10]=3[CH:11]=2)[CH2:19][CH2:18][CH2:17][CH2:16]1 |f:2.3|. The product is N1(CCCC1)C1=CC=2C=C3C(=NC2C=C1)NC(N3)=O (1,3-Dihydro-7-(1-pyrrolidinyl)-2H-imidazo-[4,5-b]quinolin-2-one). Run in CO.CN(C=O)C (methanol dimethylformamide). The reactants are CN(C=O)C (dimethylformamide), [N+](=O)([O-])C1=C(C=C(C=C1)N1CCCC1)C=C1C(NC(N1)=O)=O (5-[[2-nitro-5-(1-pyrrolidinyl)phenyl]methylene]-2,4-imidazolidinedione). Starting materials: O (water), BrC1=CC=C(C=C1)S(=O)(=O)O[C@H]1C[C@H](N(C1)C(=O)OC(C)(C)C)C(=O)OC (1-tert-butyl 2-methyl (2S,4S)-4-{[(4-bromophenyl)sulfonyl]oxy}pyrrolidine-1,2-dicarboxylate), BrC=1C=C2C(C=C(NC2=CC1)C1=CC=CC=C1)=O (6-bromo-2-phenylquinolin-4(1H)-one), C([O-])([O-])=O.[Cs+].[Cs+] (cesium carbonate). The solvent is CN1CCCC1 (N-methylpyrrolidine). Run at temperature 45 celsius, time 5 hour. Product: BrC=1C=C2C(=CC(=NC2=CC1)C1=CC=CC=C1)O[C@@H]1C[C@H](N(C1)C(=O)OC(C)(C)C)C(=O)OC (1-tert-butyl 2-methyl (2S,4R)-4-[(6-bromo-2-phenylquinolin-4-yl)oxy]pyrrolidine-1,2-dicarboxylate). Isolated yield 62.2%. As a reaction SMILES: BrC1C=CC(S([O:11][C@@H:12]2[CH2:16][N:15]([C:17]([O:19][C:20]([CH3:23])([CH3:22])[CH3:21])=[O:18])[C@H:14]([C:24]([O:26][CH3:27])=[O:25])[CH2:13]2)(=O)=O)=CC=1.[Br:28][C:29]1[CH:30]=[C:31]2[C:36](=[CH:37][CH:38]=1)[NH:35][C:34]([C:39]1[CH:44]=[CH:43][CH:42]=[CH:41][CH:40]=1)=[CH:33][C:32]2=O.C(=O)([O-])[O-].[Cs+].[Cs+].O>CN1CCCC1>[Br:28][C:29]1[CH:30]=[C:31]2[C:36](=[CH:37][CH:38]=1)[N:35]=[C:34]([C:39]1[CH:44]=[CH:43][CH:42]=[CH:41][CH:40]=1)[CH:33]=[C:32]2[O:11][C@H:12]1[CH2:16][N:15]([C:17]([O:19][C:20]([CH3:21])([CH3:22])[CH3:23])=[O:18])[C@H:14]([C:24]([O:26][CH3:27])=[O:25])[CH2:13]1 |f:2.3.4|. Procedure details: To a solution of 1-tert-butyl 2-methyl (2S,4S)-4-{[(4-bromophenyl)sulfonyl]oxy}pyrrolidine-1,2-dicarboxylate 23 (14.0 g, 30.2 mmol) and 6-bromo-2-phenylquinolin-4(1H)-one (1, 9.5 g, 31.7 mmol) in N-methylpyrrolidine (100 mL) was added cesium carbonate (14.7 g, 45.2 mmol). The reaction mixture was heated to 45° C. and stirred for 5 h and cooled. The reaction mixture was poured onto EtOAc and water and the white solids were removed by filtration. The layers were separated and the organic was washe... Starting materials: C(C)(C)(C)OC(=O)N1C[C@@H]2N(C(C3=C(C=C(C=C23)NC2=CC=CC=C2)C(F)(F)F)=O)CC1 (N-(t-butoxycarbonyl)-(R)-1,3,4,10b-tetrahydro-9-phenylamino-7-trifluoromethyl-pyrazino[2,1-a]isoindol-6(2H)-one), FC(C(=O)O)(F)F (trifluoroacetic acid). Reaction conditions: time 20 minute. Yields the product FC(C(=O)O)(F)F.C1(=CC=CC=C1)NC1=CC(=C2C(N3[C@H](C2=C1)CNCC3)=O)C(F)(F)F ((R)-1,3,4,10b-tetrahydro-9-phenylamino-7-trifluoromethyl-pyrazino[2,1-a]isoindol-6(2H)-one trifluoroacetic acid salt). Yield: 50.0%. As a reaction SMILES: C(OC([N:8]1[CH2:32][CH2:31][N:11]2[C:12](=[O:30])[C:13]3[C:18]([C@@H:10]2[CH2:9]1)=[CH:17][C:16]([NH:19][C:20]1[CH:25]=[CH:24][CH:23]=[CH:22][CH:21]=1)=[CH:15][C:14]=3[C:26]([F:29])([F:28])[F:27])=O)(C)(C)C.[F:33][C:34]([F:39])([F:38])[C:35]([OH:37])=[O:36]>>[F:33][C:34]([F:39])([F:38])[C:35]([OH:37])=[O:36].[C:20]1([NH:19][C:16]2[CH:17]=[C:18]3[C:13]([C:12](=[O:30])[N:11]4[CH2:31][CH2:32][NH:8][CH2:9][C@H:10]43)=[C:14]([C:26]([F:28])([F:29])[F:27])[CH:15]=2)[CH:21]=[CH:22][CH:23]=[CH:24][CH:25]=1 |f:2.3|. Procedure details: The product from Step A was dissolved in trifluoroacetic acid (3 mL); after 20 min, the solution was concentrated and purified by preparative LC/MS chromatography (C18 column; 10-90% acetonitrile in water containing 0.05% trifluoroacetic acid) to give the desired product (16 mg, 50%) as a pale yellow solid upon lypholization. MS (ESI) 348 (M−CF3CO2). Starting materials: ClC1=C(C=NC2=CC(=C(C=C12)OC)OC)C#N (4-chloro-6,7-dimethoxy-3-quinolinecarbonitrile), product, CC=1NC2=C(N1)C=CC(=C2)N (2-methyl-5-aminobenzimidazol), Cl.N1=CC=CC=C1 (pyridine hydrochloride). The solvent is C(C)OCCO (2-ethoxyethanol). Product: COC=1C=C2C(=C(C=NC2=CC1OC)C#N)NC1=CC2=C(NC(=N2)C)C=C1 (6,7-Dimethoxy-4-(2-methyl-1H-benzoimidazol-5-ylamino)-quinoline-3-carbonitrile). Reaction SMILES: Cl[C:2]1[C:11]2[C:6](=[CH:7][C:8]([O:14][CH3:15])=[C:9]([O:12][CH3:13])[CH:10]=2)[N:5]=[CH:4][C:3]=1[C:16]#[N:17].[CH3:18][C:19]1[NH:20][C:21]2[CH:27]=[C:26]([NH2:28])[CH:25]=[CH:24][C:22]=2[N:23]=1.Cl.N1C=CC=CC=1>C(OCCO)C>[CH3:13][O:12][C:9]1[CH:10]=[C:11]2[C:6](=[CH:7][C:8]=1[O:14][CH3:15])[N:5]=[CH:4][C:3]([C:16]#[N:17])=[C:2]2[NH:28][C:26]1[CH:25]=[CH:24][C:22]2[NH:23][C:19]([CH3:18])=[N:20][C:21]=2[CH:27]=1 |f:2.3|. Procedure details: Using an analogous procedure to that described in Example 150, 248.7 mg (1 mmol) of 4-chloro-6,7-dimethoxy-3-quinolinecarbonitrile, 294.4 mg (2.0 mmol) of 2-methyl-5-aminobenzimidazol and 115.6 mg (1 mmol) of pyridine hydrochloride in 10 mL of 2-ethoxyethanol was refluxed for 4 hr. The work up gave 220.2 mg (61.3%) of the product as a sand color solid, m.p. 207° C. (dce.), mass (electrospray, m/e): M+H 359.9. HRCIMS: calcd 359.138 for C20H17N5O2 (M+), obsd 359.1403.